Dataset: the Open Reaction Database (ORD), a public repository of structured organic reaction records. Task: describe an organic reaction: reactants, conditions, products, and yield Starting materials: CC(C)(C)OC(=O)NCCCCI, CC(=O)c1c(O)cccc1OCc1ccccc1, [K+], [K+], O=C([O-])[O-], CN(C)C=O, O. Yields the product CC(=O)c1c(OCCCCNC(=O)OC(C)(C)C)cccc1OCc1ccccc1. As a reaction SMILES: [C:19]([CH3:20])([CH3:21])([CH3:22])[O:23][C:24]([NH:25][CH2:26][CH2:27][CH2:28][CH2:29][I:30])=[O:31].[CH2:1]([c:2]1[cH:3][cH:4][cH:5][cH:6][cH:7]1)[O:8][c:9]1[c:10]([C:16]([CH3:17])=[O:18])[c:11]([OH:15])[cH:12][cH:13][cH:14]1.[K+:32].[K+:33].[O-:34][C:35]([O-:36])=[O:37].[O:39]=[CH:40][N:41]([CH3:42])[CH3:43].[OH2:38]>>[CH2:1]([c:2]1[cH:3][cH:4][cH:5][cH:6][cH:7]1)[O:8][c:9]1[c:10]([C:16]([CH3:17])=[O:18])[c:11]([O:15][CH2:29][CH2:28][CH2:27][CH2:26][NH:25][C:24]([O:23][C:19]([CH3:20])([CH3:21])[CH3:22])=[O:31])[cH:12][cH:13][cH:14]1. The reactants are C(C)(=O)OC(CC)[C@H]1O[C@H]([C@H](C1)OS(=O)(=O)C(F)(F)F)N1C(SC2=C1N=C(NC2=O)N)=O (1-[(2S,4S,5R)-5-(5-amino-2,7-dioxo-6H-thiazolo[4,5-d]pyrimidin-3-yl)-4-(trifluoromethylsulfonyloxy)tetrahydrofuran-2-yl]propyl acetate), C(C)(=O)OC(CC)[C@H]1O[C@H]([C@H](C1)OS(=O)(=O)C(F)(F)F)N1C(SC2=C1N=C(NC2=O)N)=O (1-[(2S,4S,5R)-5-(5-amino-2,7-dioxo-6H-thiazolo[4,5-d]pyrimidin-3-yl)-4-(trifluoromethylsulfonyloxy)tetrahydrofuran-2-yl]propyl acetate), C[S-].[Na+] (sodium thiomethoxide). Solvent: CCOC(=O)C (EtOAc), CN(C)C=O (DMF). Reaction conditions: time 2 hour. Yields the product C(C)(=O)OC(CC)[C@H]1O[C@H]([C@@H](C1)SC)N1C(SC2=C1N=C(NC2=O)N)=O (1-[(2S,4R,5R)-5-(5-amino-2,7-dioxo-6H-thiazolo[4,5-d]pyrimidin-3-yl)-4-methylsulfanyl-tetrahydrofuran-2-yl]propyl acetate). RXN SMILES: [C:1]([O:4][CH:5]([C@@H:8]1[CH2:12][C@H:11](OS(C(F)(F)F)(=O)=O)[C@H:10]([N:21]2[C:25]3[N:26]=[C:27]([NH2:31])[NH:28][C:29](=[O:30])[C:24]=3[S:23][C:22]2=[O:32])[O:9]1)[CH2:6][CH3:7])(=[O:3])[CH3:2].[CH3:33][S-:34].[Na+]>CN(C=O)C.CCOC(C)=O>[C:1]([O:4][CH:5]([C@@H:8]1[CH2:12][C@@H:11]([S:34][CH3:33])[C@H:10]([N:21]2[C:25]3[N:26]=[C:27]([NH2:31])[NH:28][C:29](=[O:30])[C:24]=3[S:23][C:22]2=[O:32])[O:9]1)[CH2:6][CH3:7])(=[O:3])[CH3:2] |f:1.2|. Procedure details: To a stirred solution of 1-[(2S,4S,5R)-5-(5-amino-2,7-dioxo-6H-thiazolo[4,5-d]pyrimidin-3-yl)-4-(trifluoromethylsulfonyloxy)tetrahydrofuran-2-yl]propyl acetate (compound 22d, 420 mg, 0.83 mmol) in DMF (7 mL) was added sodium thiomethoxide (84 mg, 1.2 mmol). After being stirred at room temperature for 2 hours, the resulting solution was diluted with EtOAc, washed with brine, dried over Na2SO4 and concentrated in vacuo to afford crude product of 1-[(2S,4R,5R)-5-(5-amino-2,7-dioxo-6H-thiazolo[4,5-d... Run in C(C)#N (ACN), O (water), CCOC(=O)C (EtOAc). Reported procedure: To a stirred solution of 1-bromo-2-(bromomethyl)-4-chlorobenzene (1.70 g, 6 mmol) in ACN (10.0 mL) was added p-methoxybenzyl amine (0.91 g, 6.6 mmol) and potassium carbonate (2.08 g, 15.0 mmol) and the overall mixture was stirred at 80° C. overnight. After cooling, the reaction mixture was diluted with water (10 mL) and diluted with EtOAc (15 mL). The separated aqueous layer was extracted with EtOAc (10 mL×2) and the combined organic layers were washed with brine, dried over Na2SO4, and concentr... The reactants are BrC1=C(C=C(C=C1)Cl)CBr (1-bromo-2-(bromomethyl)-4-chlorobenzene), COC1=CC=C(CN)C=C1 (p-methoxybenzyl amine), C([O-])([O-])=O.[K+].[K+] (potassium carbonate). Conditions: temperature 80 celsius, time 8 hour. Reaction SMILES: [Br:1][C:2]1[CH:7]=[CH:6][C:5]([Cl:8])=[CH:4][C:3]=1[CH2:9]Br.[CH3:11][O:12][C:13]1[CH:20]=[CH:19][C:16]([CH2:17][NH2:18])=[CH:15][CH:14]=1.C(=O)([O-])[O-].[K+].[K+]>C(#N)C.O.CCOC(C)=O>[CH3:11][O:12][C:13]1[CH:20]=[CH:19][C:16]([CH2:17][NH:18][CH2:9][C:3]2[CH:4]=[C:5]([Cl:8])[CH:6]=[CH:7][C:2]=2[Br:1])=[CH:15][CH:14]=1 |f:2.3.4|. Product: COC1=CC=C(CNCC2=C(C=CC(=C2)Cl)Br)C=C1 (N-(4-methoxybenzyl)(2-bromo-5-chlorophenyl)methanamine). Starting materials: BrC1=NC=2N(C(N(C(C2N1CC1=C(C=CC=C1F)Cl)=O)C)=O)C (8-bromo-7-(2-chloro-6-fluorobenzyl)-1,3-dimethyl-3,7-dihydro-1H-purine-2,6-dione), C(C)O (ethanol), C1(=CC=CC=C1)B(O)O (phenylboronic acid), [Cl-].[Li+] (lithium chloride). The reagents and catalysts are [Pd].C1(=CC=CC=C1)P(C1=CC=CC=C1)C1=CC=CC=C1.C1(=CC=CC=C1)P(C1=CC=CC=C1)C1=CC=CC=C1.C1(=CC=CC=C1)P(C1=CC=CC=C1)C1=CC=CC=C1.C1(=CC=CC=C1)P(C1=CC=CC=C1)C1=CC=CC=C1 (tetrakis(triphenylphosphine)-palladium(0)). Solvent: C([O-])([O-])=O.[Na+].[Na+] (sodium carbonate), C1(=CC=CC=C1)C (toluene), hexanes. Reaction conditions: temperature 100 celsius, time 8 hour. Yields the product ClC1=C(CN2C(=NC=3N(C(N(C(C23)=O)C)=O)C)C2=CC=CC=C2)C(=CC=C1)F (7-(2-Chloro-6-fluorobenzyl)-1,3-dimethyl-8-phenyl-3,7-dihydro-1H-purine-2,6-dione). Yield: 71.2%. RXN SMILES: Br[C:2]1[N:10]([CH2:11][C:12]2[C:17]([F:18])=[CH:16][CH:15]=[CH:14][C:13]=2[Cl:19])[C:9]2[C:8](=[O:20])[N:7]([CH3:21])[C:6](=[O:22])[N:5]([CH3:23])[C:4]=2[N:3]=1.C(O)C.[C:27]1(B(O)O)[CH:32]=[CH:31][CH:30]=[CH:29][CH:28]=1.[Cl-].[Li+]>C(=O)([O-])[O-].[Na+].[Na+].C1(C)C=CC=CC=1.[Pd].C1(P(C2C=CC=CC=2)C2C=CC=CC=2)C=CC=CC=1.C1(P(C2C=CC=CC=2)C2C=CC=CC=2)C=CC=CC=1.C1(P(C2C=CC=CC=2)C2C=CC=CC=2)C=CC=CC=1.C1(P(C2C=CC=CC=2)C2C=CC=CC=2)C=CC=CC=1>[Cl:19][C:13]1[CH:14]=[CH:15][CH:16]=[C:17]([F:18])[C:12]=1[CH2:11][N:10]1[C:9]2[C:8](=[O:20])[N:7]([CH3:21])[C:6](=[O:22])[N:5]([CH3:23])[C:4]=2[N:3]=[C:2]1[C:27]1[CH:32]=[CH:31][CH:30]=[CH:29][CH:28]=1 |f:3.4,5.6.7,9.10.11.12.13|. Procedure: A solution of 8-bromo-7-(2-chloro-6-fluorobenzyl)-1,3-dimethyl-3,7-dihydro-1H-purine-2,6-dione (100 mg, 0.25 mmol) in 260 μL aqueous sodium carbonate (2 M), 650 μL toluene, and 110 μL ethanol was treated with commercially available phenylboronic acid (34 mg, 0.27 mmol), tetrakis(triphenylphosphine)-palladium(0) (9 mg, 0.0075 mmol), and lithium chloride (catalytic). The reaction mixture was heated to 100° C. in a sealed vial and stirred overnight The reaction mixture was cooled and separated betw... Starting materials: C(C)[C@H]1NCCC1 ((2R)-2-ethylpyrrolidine), ClC1=NC(=NC(=C1)Cl)NC (4,6-dichloro-N-methyl-2-pyrimidinamine). Run in O1CCOCC1 (1,4-dioxane), C(=O)(O)[O-].[Na+] (NaHCO3). Run at temperature 100 celsius, time 8 hour. Yields the product ClC1=NC(=NC(=C1)N1[C@@H](CCC1)CC)NC (4-Chloro-6-[(2R)-2-ethyl-1-pyrrolidinyl]-N-methyl-2-pyrimidinamine). The yield is 88.3%. RXN SMILES: [CH2:1]([C@@H:3]1[CH2:7][CH2:6][CH2:5][NH:4]1)[CH3:2].[Cl:8][C:9]1[CH:14]=[C:13](Cl)[N:12]=[C:11]([NH:16][CH3:17])[N:10]=1>O1CCOCC1.C([O-])(O)=O.[Na+]>[Cl:8][C:9]1[CH:14]=[C:13]([N:4]2[CH2:5][CH2:6][CH2:7][C@H:3]2[CH2:1][CH3:2])[N:12]=[C:11]([NH:16][CH3:17])[N:10]=1 |f:3.4|. Procedure: A mixture of (2R)-2-ethylpyrrolidine (0.8 g, 5.90 mmol) and 4,6-dichloro-N-methyl-2-pyrimidinamine (0.997 g, 5.60 mmol) in 1,4-dioxane (40 mL) and saturated aqueous NaHCO3 (20 mL) was stirred overnight at 100° C. into a sealed tube. The reaction mixture was poured onto water (˜400 mL). A white precipitate was formed. The aqueous mixture was filtered, and the white solid was washed with water (˜100 mL). The wet solid was dried overnight on vacuum at 40° C. to afford the title compound (1.19 g). L... Reactants: [Si](C)(C)(C(C)(C)C)OCC(C=1SC=C(C1)C=NS(=O)C(C)(C)C)N(S(=O)(=O)C1=CC=CC=C1)CCC(C)C (N-[2-{[tert-butyl(dimethyl)silyl]oxy}-1-(4-{[(tert-butylsulfinyl)imino]methyl}thiophen-2-yl)ethyl]-N-(3-methylbutyl)benzenesulfonamide), [BH4-].[Na+] (Sodium borohydride). The solvent is CO (MeOH). Conditions: time 1 hour. Yields the product [Si](C)(C)(C(C)(C)C)OCC(C=1SC=C(C1)CNS(=O)C(C)(C)C)N(S(=O)(=O)C1=CC=CC=C1)CCC(C)C (N-[2-{[tert-butyl(dimethyl)silyl]oxy}-1-(4-{[(tert-butylsulfinyl)amino]methyl}thiophen-2-yl)ethyl]-N-(3-methylbutyl)benzenesulfonamide). As a reaction SMILES: [Si:1]([O:8][CH2:9][CH:10]([N:24]([CH2:34][CH2:35][CH:36]([CH3:38])[CH3:37])[S:25]([C:28]1[CH:33]=[CH:32][CH:31]=[CH:30][CH:29]=1)(=[O:27])=[O:26])[C:11]1[S:12][CH:13]=[C:14]([CH:16]=[N:17][S:18]([C:20]([CH3:23])([CH3:22])[CH3:21])=[O:19])[CH:15]=1)([C:4]([CH3:7])([CH3:6])[CH3:5])([CH3:3])[CH3:2].[BH4-].[Na+]>CO>[Si:1]([O:8][CH2:9][CH:10]([N:24]([CH2:34][CH2:35][CH:36]([CH3:38])[CH3:37])[S:25]([C:28]1[CH:29]=[CH:30][CH:31]=[CH:32][CH:33]=1)(=[O:26])=[O:27])[C:11]1[S:12][CH:13]=[C:14]([CH2:16][NH:17][S:18]([C:20]([CH3:22])([CH3:23])[CH3:21])=[O:19])[CH:15]=1)([C:4]([CH3:7])([CH3:5])[CH3:6])([CH3:3])[CH3:2] |f:1.2|. Reported procedure: N-[2-{[tert-butyl(dimethyl)silyl]oxy}-1-(4-{[(tert-butylsulfinyl)imino]methyl}thiophen-2-yl)ethyl]-N-(3-methylbutyl)benzenesulfonamide (146 mg, 0.244 mmol) was dissolved in 2.4 mL MeOH at −78° C. Sodium borohydride (11.99 mg, 0.317 mmol) was added and the mixture was then warmed to room temperature and stirred for 1 hour. The reaction was quenched slowly with saturated NaHCO3, after which DCM was added and the phases separated with a phase extractor. The DCM was removed under reduced pressure. Reactants: FC1=CC=C(C(=O)NC2CC3=CC=C(C=C3C2)O)C=C1 (4-fluoro-N-(5-hydroxy-indan-2-yl)-benzamide), C1(=CC=CC=C1)S(=O)(=O)Cl (benzenesulfonic acid chloride). The solvent is N1=CC=CC=C1 (pyridine). Conditions: temperature 70 celsius, time 5 hour. Yields the product FC1=CC=C(C(=O)NC2CC3=CC=C(C=C3C2)OS(=O)(=O)C2=CC=CC=C2)C=C1 (BENZENESULFONIC ACID 2-(4-FLUOROBENZOYLAMINO)-INDAN-5-YL ESTER). RXN SMILES: [F:1][C:2]1[CH:20]=[CH:19][C:5]([C:6]([NH:8][CH:9]2[CH2:17][C:16]3[C:11](=[CH:12][CH:13]=[C:14]([OH:18])[CH:15]=3)[CH2:10]2)=[O:7])=[CH:4][CH:3]=1.[C:21]1([S:27](Cl)(=[O:29])=[O:28])[CH:26]=[CH:25][CH:24]=[CH:23][CH:22]=1>N1C=CC=CC=1>[F:1][C:2]1[CH:20]=[CH:19][C:5]([C:6]([NH:8][CH:9]2[CH2:17][C:16]3[C:11](=[CH:12][CH:13]=[C:14]([O:18][S:27]([C:21]4[CH:26]=[CH:25][CH:24]=[CH:23][CH:22]=4)(=[O:29])=[O:28])[CH:15]=3)[CH2:10]2)=[O:7])=[CH:4][CH:3]=1. Reported procedure: 95 mg (0.35 mmol) 4-fluoro-N-(5-hydroxy-indan-2-yl)-benzamide were dissolved in 2 ml of pyridine, 120 mg (0.72 mmol) of benzenesulfonic acid chloride were added, and the mixture was stirred for 5 h at 70° C. Starting materials: ClON=CC1=C(C=C(C=C1)Cl)Cl (2,4-dichlorobenzaldehyde chlorooxime), C=C1OC(=O)C2=CC=CC=C12 (3-methylenephthalide). Product: ClC1=C(C=CC(=C1)Cl)C1=NOC2(C1)OC(C1=CC=CC=C12)=O (3'(2,4-Dichlorophenyl)-Spiro[Isobenzofuran-1(3H),5'(4'H)-Isoxazol]-3-One). Reaction SMILES: Cl[O:2][N:3]=[CH:4][C:5]1[CH:10]=[CH:9][C:8]([Cl:11])=[CH:7][C:6]=1[Cl:12].[CH2:13]=[C:14]1[C:23]2[C:18](=[CH:19][CH:20]=[CH:21][CH:22]=2)[C:16](=[O:17])[O:15]1>>[Cl:12][C:6]1[CH:7]=[C:8]([Cl:11])[CH:9]=[CH:10][C:5]=1[C:4]1[CH2:13][C:14]2([C:23]3[C:18](=[CH:19][CH:20]=[CH:21][CH:22]=3)[C:16](=[O:17])[O:15]2)[O:2][N:3]=1. Procedure: By a method similar to the procedure of Example 2, a reaction of 2,4-dichlorobenzaldehyde chlorooxime and 3-methylenephthalide was carried out. The solid collected from the reaction mixture afforded 12.2 g of the desired product after workup, and the ether solution gave 4 g of the desired product (yield 70.2%). Recrystallization from chloroform led to pure white crystals of the desired product, m.p. 158°-161° C.